This data is from the Open Reaction Database (ORD), a public repository of structured organic reaction records. The task is: describe an organic reaction: reactants, conditions, products, and yield Starting materials: C(C)(C)(C)OC(=O)NNC1CCCC1 (1-cyclopentylhydrazine-2-carboxylic acid tert-butyl ester), Cl (HCl), C(C)(=O)C(C(=O)OCC)=CN(C)C (ethyl 2-acetyl-3-(dimethylamino)acrylate). Run in C(C)O (ethanol). Yields the product C1(CCCC1)N1N=CC(=C1C)C(=O)OCC (ethyl 1-cyclopentyl-5-methyl-1H-pyrazole-4-carboxylate). Isolated yield 76.3%. As a reaction SMILES: C(O[C:6]([NH:8][NH:9][CH:10]1[CH2:14][CH2:13][CH2:12][CH2:11]1)=O)(C)(C)C.Cl.[C:16]([C:19](=CN(C)C)[C:20]([O:22][CH2:23][CH3:24])=[O:21])(=O)[CH3:17]>C(O)C>[CH:10]1([N:9]2[C:16]([CH3:17])=[C:19]([C:20]([O:22][CH2:23][CH3:24])=[O:21])[CH:6]=[N:8]2)[CH2:11][CH2:12][CH2:13][CH2:14]1. Procedure: To a solution of 1-cyclopentylhydrazine-2-carboxylic acid tert-butyl ester (18.4 g, 92 mmol) in a mixture of ethanol (300 mL) and conc. HCl (7.7 mL, 92 mmol) was added ethyl 2-acetyl-3-(dimethylamino)acrylate (25.5 g, 0.138 mol). The resulting mixture was refluxed for 2 h. The reaction was concentrated in vacuo, dissolved in CH2Cl2 (300 mL), washed with satd NaHCO3, and brine, dried (Na2SO4), concentrated in vacuo and purified by chromatography on silica gel to give ethyl 1-cyclopentyl-5-methyl-...